From a dataset of the Open Reaction Database (ORD), a public repository of structured organic reaction records. describe an organic reaction: reactants, conditions, products, and yield Reaction SMILES: [NH2:1][CH:2]([C:5]1[CH:10]=[CH:9][C:8]([F:11])=[CH:7][CH:6]=1)[C:3]#[N:4].[C:12]([CH2:20][C:21](=O)[CH3:22])(=[O:19])[C:13]1[CH:18]=[CH:17][CH:16]=[CH:15][CH:14]=1>C(O)C.C(OCC)C>[NH2:4][C:3]1[C:20]([C:12](=[O:19])[C:13]2[CH:18]=[CH:17][CH:16]=[CH:15][CH:14]=2)=[C:21]([CH3:22])[NH:1][C:2]=1[C:5]1[CH:10]=[CH:9][C:8]([F:11])=[CH:7][CH:6]=1 |f:2.3|. Procedure: Starting from 2-amino-2-(p-fluorophenyl)acetonitrile and benzoyl acetone, the open-chain intermediate compound is obtained, b.p. 120° C./0.2 mm Hg. The title compound is obtained in a 66% overall yield, m.p. 209°-10° C. (from ethanol/diethyl ether). The solvent is C(C)O.C(C)OCC (ethanol diethyl ether). The product is NC1=C(NC(=C1C(C1=CC=CC=C1)=O)C)C1=CC=C(C=C1)F (3-Amino-4-benzoyl-2-(p-fluorophenyl)-5-methylpyrrole). Reactants: NC(C#N)C1=CC=C(C=C1)F (2-amino-2-(p-fluorophenyl)acetonitrile), C(C1=CC=CC=C1)(=O)CC(C)=O (benzoyl acetone). The reactants are Cc1cc(O)cc(C)c1Br, CC(=O)[O-], CC(=O)[O-], COC(=O)c1cccc(B2OC(C)(C)C(C)(C)O2)c1C, Cc1ccccc1, COc1cccc(OC)c1-c1ccccc1P(C1CCCCC1)C1CCCCC1, [K+], [K+], [K+], O, O=P([O-])([O-])[O-], [Pd+2]. Yields the product COC(=O)c1cccc(-c2c(C)cc(O)cc2C)c1C. RXN SMILES: [Br:21][c:22]1[c:23]([CH3:30])[cH:24][c:25]([OH:29])[cH:26][c:27]1[CH3:28].[C:68]([O-:69])(=[O:70])[CH3:71].[C:73]([O-:74])(=[O:75])[CH3:76].[CH3:1][c:2]1[c:3]([C:4](=[O:5])[O:6][CH3:7])[cH:8][cH:9][cH:10][c:11]1[B:12]1[O:13][C:14]([CH3:15])([CH3:16])[C:17]([CH3:18])([CH3:19])[O:20]1.[CH3:78][c:79]1[cH:80][cH:81][cH:82][cH:83][cH:84]1.[CH:31]1([P:32]([CH:33]2[CH2:34][CH2:35][CH2:36][CH2:37][CH2:38]2)[c:39]2[cH:40][cH:41][cH:42][cH:43][c:44]2-[c:45]2[c:46]([O:47][CH3:48])[cH:49][cH:50][cH:51][c:52]2[O:53][CH3:54])[CH2:55][CH2:56][CH2:57][CH2:58][CH2:59]1.[K+:65].[K+:66].[K+:67].[OH2:77].[P:60]([O-:61])([O-:62])([O-:63])=[O:64].[Pd+2:72]>>[CH3:1][c:2]1[c:3]([C:4](=[O:5])[O:6][CH3:7])[cH:8][cH:9][cH:10][c:11]1-[c:22]1[c:23]([CH3:30])[cH:24][c:25]([OH:29])[cH:26][c:27]1[CH3:28]. Starting materials: CN(C)C=O (DMF), [BH4-].[Na+] (sodium borohydride), ClC1=CC=C(S1)C=1SC=CC1 (5-chloro-[2,2′]bithiophenyl), [Li]CCCC (n-BuLi), solution. Solvent: O (H2O), C1CCOC1 (THF), hexanes. Reaction conditions: time 10 minute. The product is ClC1=CC=C(S1)C=1SC(=CC1)CO ((5′-Chloro-[2.2′]bithiophenyl-5-yl)-methanol). Isolated yield 64.8%. RXN SMILES: [Cl:1][C:2]1[S:6][C:5]([C:7]2[S:8][CH:9]=[CH:10][CH:11]=2)=[CH:4][CH:3]=1.[Li]CCCC.CN([CH:20]=[O:21])C.[BH4-].[Na+]>C1COCC1.O>[Cl:1][C:2]1[S:6][C:5]([C:7]2[S:8][C:9]([CH2:20][OH:21])=[CH:10][CH:11]=2)=[CH:4][CH:3]=1 |f:3.4|. Procedure details: To a solution of 5-chloro-[2,2′]bithiophenyl (3.00 g, 14.9 mmol) in 30 mL of THF at 0° C. is added n-BuLi (9.8 mL of a 1.6M solution in hexanes, 15.7 mmol) dropwise. DMF (2.30 mL, 30 mmol) is added dropwise and the resulting solution is heated at reflux for 1 hour. The solution is diluted with H2O and extracted with Et2O. The organic layer is washed with H2O and saturated NaCl solution, then dried over MgSO4, filtered and concentrated. The crude aldehyde is dissolved in 40 mL of anhydrous MeOH a... Reactants: COC1=C(C=CC2=C1CCC(CC2)N2CCOCC2)N (racemic 1-methoxy-7-morpholin-4-yl-6,7,8,9-tetrahydro-5H-benzocyclohepten-2-ylamine), C(C)(C)O.C(=O)=O (isopropanol CO2). The product is COC1=C(C=CC2=C1CC[C@H](CC2)N2CCOCC2)N ((S)-1-Methoxy-7-morpholin-4-yl-6,7,8,9-tetrahydro-5H-benzocyclohepten-2-ylamine). As a reaction SMILES: [CH3:1][O:2][C:3]1[C:8]2[CH2:9][CH2:10][CH:11]([N:14]3[CH2:19][CH2:18][O:17][CH2:16][CH2:15]3)[CH2:12][CH2:13][C:7]=2[CH:6]=[CH:5][C:4]=1[NH2:20].C(O)(C)C.C(=O)=O>>[CH3:1][O:2][C:3]1[C:8]2[CH2:9][CH2:10][C@@H:11]([N:14]3[CH2:19][CH2:18][O:17][CH2:16][CH2:15]3)[CH2:12][CH2:13][C:7]=2[CH:6]=[CH:5][C:4]=1[NH2:20] |f:1.2|. Reported procedure: The title compound was prepared from 1-methoxy-7-morpholin-4-yl-6,7,8,9-tetrahydro-5H-benzocyclohepten-2-ylamine and (1S,2S,3R,4R)-3-(2,5-dichloro-pyrimidin-4-ylamino)-bicyclo[2.2.1]hept-5-ene-2-carboxylic acid amide in an analogous manner to Example 881 heating at 140° C. Product was isolated as an off-white solid (43 mg, 39%). LCMS (m/e) 539 (M+H); 1H NMR (CDCl3, 400 MHz) δ 8.16 (d, 1H, J=8.1 Hz), 7.86 (s, 1H), 7.41 (broad s, 1H), 6.88 (d, 1H, J=8.3 Hz), 6.31 (s, 2H), 5.81 (s, 1H), 5.62 (s, 1H... The reactants are C=CC=C, C=CC=C, C=C(C)c1ccccc1, [Li], [Li]. Product: C=CC=C, C=C(C)c1ccccc1. Reaction SMILES: [CH2:16]=[CH:17][CH:18]=[CH2:19].[CH2:1]=[CH:2][CH:3]=[CH2:4].[CH3:6][C:7](=[CH2:8])[c:9]1[cH:10][cH:11][cH:12][cH:13][cH:14]1.[Li:15].[Li:5]>>[CH2:1]=[CH:2][CH:3]=[CH2:4].[CH2:6]=[C:7]([CH3:8])[c:9]1[cH:10][cH:11][cH:12][cH:13][cH:14]1.